describe an organic reaction: reactants, conditions, products, and yield From a dataset of the Open Reaction Database (ORD), a public repository of structured organic reaction records. The reactants are C(C)(C)(C)OC(=O)N1[C@@H](CCC1=O)C(=O)O ((2S)5-oxo-pyrrolidine-1,2-dicarboxylic acid 1-tert-butyl ester), C(C1=CC=CC=C1)Br (benzyl bromide), C([O-])([O-])=O.[K+].[K+] (potassium carbonate). Solvent: CN(C)C=O (DMF). Run at temperature 65 celsius, time 8 hour. The product is C(C1=CC=CC=C1)OC(=O)C1N(C(CC1)=O)C(=O)O (5-oxo-pyrrolidine-1,2-dicarboxylic acid 2-benzyl ester), 1-tert-butyl ester. Yield: 59.1%. As a reaction SMILES: C([O:5][C:6]([N:8]1[C:12](=[O:13])[CH2:11][CH2:10][C@H:9]1[C:14]([OH:16])=[O:15])=[O:7])(C)(C)C.[CH2:17](Br)[C:18]1[CH:23]=[CH:22][CH:21]=[CH:20][CH:19]=1.C(=O)([O-])[O-].[K+].[K+]>CN(C=O)C>[CH2:17]([O:16][C:14]([CH:9]1[CH2:10][CH2:11][C:12](=[O:13])[N:8]1[C:6]([OH:5])=[O:7])=[O:15])[C:18]1[CH:23]=[CH:22][CH:21]=[CH:20][CH:19]=1 |f:2.3.4|. Reported procedure: A suspension containing (2S)5-oxo-pyrrolidine-1,2-dicarboxylic acid 1-tert-butyl ester (10.00 g, 0.044 mol, 1.0 equivalent), benzyl bromide (7.88 g, 0.046 mol, 1.05 equivalents), and potassium carbonate (15.20 g, 0.11 mol, 2.5 equivalents) in DMF (200 ml) was allowed to stir at 65° C. overnight. The reaction was allowed to cool to room temperature and the mixture was filtered through Celite. The solid was rinsed with ethyl acetate (100 ml) and the resulting filtrate was partitioned between ethyl... The reactants are C (charcoal), C(C(=O)OCC)(=O)OCC (diethyl oxalate), NC1=C(C(=CC(=C1)F)Cl)N (1,2-diamino-3-chloro-5-fluorobenzene). Solvent: [OH-].[Na+] (NaOH). Product: ClC1=C2NC(C(NC2=CC(=C1)F)=O)=O (5-Chloro-7-fluoro-1,4-dihydro-2,3-quinoxalinedione), 67.8. As a reaction SMILES: [C:1]([O:8]CC)(=O)[C:2]([O:4]CC)=O.[NH2:11][C:12]1[CH:17]=[C:16]([F:18])[CH:15]=[C:14]([Cl:19])[C:13]=1[NH2:20].C>[OH-].[Na+]>[Cl:19][C:14]1[CH:15]=[C:16]([F:18])[CH:17]=[C:12]2[C:13]=1[NH:20][C:2](=[O:4])[C:1](=[O:8])[NH:11]2 |f:3.4|. Procedure details: 5-Chloro-7-fluoro-1,4-dihydro-2,3-quinoxalinedione was prepared using an adaptation of the method of Cheeseman. (Cheeseman, G. W. H. J. Chem. Soc. 1171 (1962)). A mixture of diethyl oxalate (2.64 g, 18.1 mmol) and 1,2-diamino-3-chloro-5-fluorobenzene (290 mg, 1.81 mmol) was heated to reflux under N2 for 10 h. The reaction was allowed to cool to room temperature and the shiny yellow-brown crystals collected by vacuum filtration and rinsed with EtOH (10 mL) and air dried to give 164.1 mg (42%). A ... Reported procedure: Under nitrogen atmosphere, 1 M LiAlH4 in diethyl ether (2.89 ml) was diluted with dry diethyl ether (30 ml) and cooled in an ice bath. A solution of (2E,4E)-1-azidododeca-2,4-diene (1 g) in dry diethyl ether (10 ml) was added slowly. The mixture was stirred at 0° C. for 1 h, the ice bath was removed and stirring was continued for 1 h while warming to room temperature. Water was added carefully until gas evolution ceased and the reaction mixture was dried over sodium sulfate, filtered and concent... Starting materials: N(=[N+]=[N-])C\C=C\C=C\CCCCCCC ((2E,4E)-1-azidododeca-2,4-diene), [H-].[H-].[H-].[H-].[Li+].[Al+3] (LiAlH4). Conditions: temperature 0 celsius, time 1 hour. Yields the product C(\C=C\C=C\CCCCCCC)N ((2E,4E)-Dodeca-2,4-dien-1-amine). Solvent: C(C)OCC (diethyl ether), C(C)OCC (diethyl ether), C(C)OCC (diethyl ether). RXN SMILES: [H-].[H-].[H-].[H-].[Li+].[Al+3].[N:7]([CH2:10]/[CH:11]=[CH:12]/[CH:13]=[CH:14]/[CH2:15][CH2:16][CH2:17][CH2:18][CH2:19][CH2:20][CH3:21])=[N+]=[N-]>C(OCC)C>[CH2:10]([NH2:7])/[CH:11]=[CH:12]/[CH:13]=[CH:14]/[CH2:15][CH2:16][CH2:17][CH2:18][CH2:19][CH2:20][CH3:21] |f:0.1.2.3.4.5|. Product: CN1C(=O)N(c2ccccc2O)Cc2cnc(Nc3ccccc3)nc21. The reactants are Br, COc1ccccc1N1Cc2cnc(Nc3ccccc3)nc2N(C)C1=O. Reaction SMILES: [BrH:28].[CH3:1][O:2][c:3]1[c:4]([N:9]2[C:10](=[O:27])[N:11]([CH3:26])[c:12]3[n:13][c:14]([NH:19][c:20]4[cH:21][cH:22][cH:23][cH:24][cH:25]4)[n:15][cH:16][c:17]3[CH2:18]2)[cH:5][cH:6][cH:7][cH:8]1>>[OH:2][c:3]1[c:4]([N:9]2[C:10](=[O:27])[N:11]([CH3:26])[c:12]3[n:13][c:14]([NH:19][c:20]4[cH:21][cH:22][cH:23][cH:24][cH:25]4)[n:15][cH:16][c:17]3[CH2:18]2)[cH:5][cH:6][cH:7][cH:8]1. Starting materials: CO, Cl, C[Si](C)(C)CCOCn1cc2cc(-c3cnc(N)nc3)cc(-c3cc4ccccc4s3)c2n1. Yields the product Nc1ncc(-c2cc(-c3cc4ccccc4s3)c3[nH]ncc3c2)cn1. Reaction SMILES: [CH3:35][OH:36].[ClH:1].[s:2]1[c:3]2[c:4]([cH:5][c:6]1-[c:7]1[cH:8][c:9](-[c:24]3[cH:25][n:26][c:27]([NH2:30])[n:28][cH:29]3)[cH:10][c:11]3[cH:12][n:13]([CH2:16][O:17][CH2:18][CH2:19][Si:20]([CH3:21])([CH3:22])[CH3:23])[n:14][c:15]13)[cH:31][cH:32][cH:33][cH:34]2>>[s:2]1[c:3]2[c:4]([cH:5][c:6]1-[c:7]1[cH:8][c:9](-[c:24]3[cH:25][n:26][c:27]([NH2:30])[n:28][cH:29]3)[cH:10][c:11]3[cH:12][n:13][nH:14][c:15]13)[cH:31][cH:32][cH:33][cH:34]2. The reactants are crude product, [Si](C)(C)(C(C)(C)C)OCC1=CC(=C(C=C1)NC(OC(C)(C)C)=O)OC (tert-butyl 4-((tert-butyldimethylsilyloxy)methyl)-2-methoxyphenylcarbamate), [F-].C(CCC)[N+](CCCC)(CCCC)CCCC (tetrabutylammonium fluoride). The solvent is C1CCOC1 (THF), C1CCOC1 (THF). Run at time 24 hour. Product: OCC1=CC(=C(C=C1)NC(OC(C)(C)C)=O)OC (tert-butyl 4-(hydroxymethyl)-2-methoxyphenylcarbamate). Isolated yield 55.6%. RXN SMILES: [Si]([O:8][CH2:9][C:10]1[CH:15]=[CH:14][C:13]([NH:16][C:17](=[O:23])[O:18][C:19]([CH3:22])([CH3:21])[CH3:20])=[C:12]([O:24][CH3:25])[CH:11]=1)(C(C)(C)C)(C)C.[F-].C([N+](CCCC)(CCCC)CCCC)CCC>C1COCC1>[OH:8][CH2:9][C:10]1[CH:15]=[CH:14][C:13]([NH:16][C:17](=[O:23])[O:18][C:19]([CH3:21])([CH3:22])[CH3:20])=[C:12]([O:24][CH3:25])[CH:11]=1 |f:1.2|. Procedure: To a solution of protected alcohol 7 (242.4 mg, 0.66 mmol) in THF (2.5 ml) was added a solution of 1M tetrabutylammonium fluoride in THF (0.73 ml, 0.73 mmol) and the mixture was stirred at room temperature for 24 hrs. The crude product was adsorbed on silica gel and purified by MPLC, eluting with hexanes/ethyl acetate 40%-50% gradient to give the title alcohol (92.9 mg, 56% yield). H-NMR (400 MHz, CD2Cl2): 8.85 (1H, brs) 7.78 (1H, d, J=8 Hz) 7.09 (1H, s) 6.82 (1H, dd, J=8 Hz, 0.4 Hz) 4.58 (2H, d... Starting materials: [BH4-], C=O, CO, CC1CNC(=O)C(C)N1, ClCCl, [Na+]. The product is CC1CNC(=O)C(C)N1C. Reaction SMILES: [BH4-:12].[CH2:10]=[O:11].[CH3:14][OH:15].[CH3:1][CH:2]1[C:3](=[O:9])[NH:4][CH2:5][CH:6]([CH3:8])[NH:7]1.[Cl:16][CH2:17][Cl:18].[Na+:13]>>[CH3:1][CH:2]1[C:3](=[O:9])[NH:4][CH2:5][CH:6]([CH3:8])[N:7]1[CH3:10]. Starting materials: Cl.O=C1N(C=CC(=C1)CN1C=NC=C1CC1=CC=C(C#N)C=C1)C1=CC=CC=C1 (4-[3-(2-oxo-1-phenyl-1,2-dihydropyridin-4-ylmethyl)-3H-imidazol-4-ylmethyl]benzonitrile, hydrochloride), ClC1=NC(=CC(=N1)Cl)C (2,4-dichloro-6-methylprimidine), IC1=CC=CC=C1 (iodobenzene). Yields the product ClC1=CC(=NC(=N1)N1C(C=C(C=C1)CN1C=NC=C1CC1=CC=C(C#N)C=C1)=O)C (4-{3-[1-(6-Chloro-4-methyl-pyrimidin-2-yl)-2-oxo-1,2-dihydro-pyridin-4-ylmethyl]-3H-imidazol-4ylmethyl}-benzonitrile). As a reaction SMILES: Cl.[O:2]=[C:3]1[CH:8]=[C:7]([CH2:9][N:10]2[C:14]([CH2:15][C:16]3[CH:23]=[CH:22][C:19]([C:20]#[N:21])=[CH:18][CH:17]=3)=[CH:13][N:12]=[CH:11]2)[CH:6]=[CH:5][N:4]1[C:24]1C=CC=CC=1.ClC1[N:36]=[C:35]([Cl:37])[CH:34]=[C:33]([CH3:38])[N:32]=1.IC1C=CC=CC=1>>[Cl:37][C:35]1[N:36]=[C:24]([N:4]2[CH:5]=[CH:6][C:7]([CH2:9][N:10]3[C:14]([CH2:15][C:16]4[CH:17]=[CH:18][C:19]([C:20]#[N:21])=[CH:22][CH:23]=4)=[CH:13][N:12]=[CH:11]3)=[CH:8][C:3]2=[O:2])[N:32]=[C:33]([CH3:38])[CH:34]=1 |f:0.1|. Procedure: 4-{3-[1-(6-Chloro-4-methyl-pyrimidin-2-yl)-2-oxo-1,2-dihydro-pyridin-4-ylmethyl]-3H-imidazol-4ylmethyl}-benzonitrile was prepared in a manner substantially similar to the procedure described above for 4-[3-(2-oxo-1-phenyl-1,2-dihydropyridin-4-ylmethyl)-3H-imidazol-4-ylmethyl]benzonitrile, hydrochloride, but substituting 2,4-dichloro-6-methylprimidine for the iodobenzene in Step 3.